This data is from the Open Reaction Database (ORD), a public repository of structured organic reaction records. The task is: describe an organic reaction: reactants, conditions, products, and yield Starting materials: C1CCOC1, ONC1CC(c2ccc(F)cc2)C1, Cc1ccc(S(=O)(=O)N=C=O)cc1. The product is Cc1ccc(S(=O)(=O)NC(=O)N(O)C2CC(c3ccc(F)cc3)C2)cc1. As a reaction SMILES: [CH2:27]1[O:28][CH2:29][CH2:30][CH2:31]1.[F:1][c:2]1[cH:3][cH:4][c:5]([CH:8]2[CH2:9][CH:10]([NH:12][OH:13])[CH2:11]2)[cH:6][cH:7]1.[c:14]1([CH3:26])[cH:15][cH:16][c:17]([S:20](=[O:21])(=[O:22])[N:23]=[C:24]=[O:25])[cH:18][cH:19]1>>[F:1][c:2]1[cH:3][cH:4][c:5]([CH:8]2[CH2:9][CH:10]([N:12]([OH:13])[C:24]([NH:23][S:20]([c:17]3[cH:16][cH:15][c:14]([CH3:26])[cH:19][cH:18]3)(=[O:21])=[O:22])=[O:25])[CH2:11]2)[cH:6][cH:7]1. The reactants are ClC(COC(NC1=CC=C(C=C1)SC1=C(C=C(C=C1)C(=O)Cl)[N+](=O)[O-])=O)(Cl)Cl ([4-(4-Chlorocarbonyl-2-nitro-phenylsulfanyl)-phenyl]-carbamic acid 2,2,2-trichloro-ethyl ester), S1C(=NN=C1)N ([1,3,4]Thiadiazol-2-ylamine). Run in C1(=CC=CC=C1)C (toluene). Yields the product ClC(COC(NC1=CC=C(C=C1)SC1=C(C=C(C=C1)C(NC=1SC=NN1)=O)[N+](=O)[O-])=O)(Cl)Cl ({4-[2-Nitro-4-([1,3,4]thiadiazol-2-ylcarbamoyl)-phenylsulfanyl]-phenyl}-carbamic acid 2,2,2-trichloro-ethyl ester). Isolated yield 100.0%. As a reaction SMILES: [Cl:1][C:2]([Cl:28])([Cl:27])[CH2:3][O:4][C:5](=[O:26])[NH:6][C:7]1[CH:12]=[CH:11][C:10]([S:13][C:14]2[CH:19]=[CH:18][C:17]([C:20](Cl)=[O:21])=[CH:16][C:15]=2[N+:23]([O-:25])=[O:24])=[CH:9][CH:8]=1.[S:29]1[CH:33]=[N:32][N:31]=[C:30]1[NH2:34]>C1(C)C=CC=CC=1>[Cl:1][C:2]([Cl:28])([Cl:27])[CH2:3][O:4][C:5](=[O:26])[NH:6][C:7]1[CH:12]=[CH:11][C:10]([S:13][C:14]2[CH:19]=[CH:18][C:17]([C:20](=[O:21])[NH:34][C:30]3[S:29][CH:33]=[N:32][N:31]=3)=[CH:16][C:15]=2[N+:23]([O-:25])=[O:24])=[CH:9][CH:8]=1. Procedure: The product of Example 162b (300 mg, 0.6197 mmol) and [1,3,4]Thiadiazol-2-ylamine (62 mg, 0.6197 mmol) in toluene (10 mL) were reacted as in Example 162c to yield the title compound (340 mg, 100% yield). The reactants are [N+](=O)([O-])C1=CC=C(C(C=O)=C1)O (5-nitrosalicylaldehyde), FC(/C=C/C(=O)OCC)(F)F (ethyl 4,4,4-trifluorocrotonate), C(=O)([O-])[O-].[K+].[K+] (K2CO3). Run in CN(C)C=O (DMF), Hexanes, C(C)OCC (diethyl ether), O (water). Run at temperature 60 celsius, time 8 hour. Yields the product [N+](=O)([O-])C=1C=CC2=C(C=C(C(O2)C(F)(F)F)C(=O)OCC)C1 (ethyl 6-nitro-2-(trifluoromethyl)-2H-1-benzopyran-3-carboxylate), crystals. Isolated yield 7.0%. As a reaction SMILES: [N+:1]([C:4]1[CH:11]=[C:8]([CH:9]=O)[C:7]([OH:12])=[CH:6][CH:5]=1)([O-:3])=[O:2].[F:13][C:14]([F:23])([F:22])/[CH:15]=[CH:16]/[C:17]([O:19][CH2:20][CH3:21])=[O:18].C([O-])([O-])=O.[K+].[K+]>CN(C=O)C.O.C(OCC)C>[N+:1]([C:4]1[CH:5]=[CH:6][C:7]2[O:12][CH:15]([C:14]([F:13])([F:23])[F:22])[C:16]([C:17]([O:19][CH2:20][CH3:21])=[O:18])=[CH:9][C:8]=2[CH:11]=1)([O-:3])=[O:2] |f:2.3.4|. Procedure details: A mixture of 5-nitrosalicylaldehyde (4.80 g, 28.7 mmol) and ethyl 4,4,4-trifluorocrotonate (6.6 g, 39.4 mol) in anhydrous DMF was warmed to 60° C. and treated with anhydrous K2CO3 (3.90 g, 28.9 mol). The solution was maintained at 60° C. for 20 hours, cooled to room temperature, diluted with water, and extracted with ethyl acetate. The organic extracts were washed with brine, dried over anhydrous MgSO4, filtered and concentrated in vacua to afford an oil. The oil was dissolved in diethyl ether (... Starting materials: COC1=CC=C2[C@@H]([C@@H](COC2=C1)C1=C(C(=C(C(=C1F)F)F)F)F)C1=CC=C(C=C1)OCCN1CCCCC1 ((±)-cis-7-methoxy-3-(2,3,4,5,6-pentafluorophenyl)-4-(4-(2-piperidinoethoxy)phenyl)chromane), Cl.N1=CC=CC=C1 (pyridine hydrochloride). Product: OC1=CC=C2[C@@H]([C@@H](COC2=C1)C1=C(C(=C(C(=C1F)F)F)F)F)C1=CC=C(C=C1)OCCN1CCCCC1 ((±)-cis-7-Hydroxy-3-(2,3,4,5,6-pentafluorophenyl)-4-(4-(2-piperidinoethoxy)phenyl)-chromane). As a reaction SMILES: C[O:2][C:3]1[CH:12]=[C:11]2[C:6]([C@H:7]([C:24]3[CH:29]=[CH:28][C:27]([O:30][CH2:31][CH2:32][N:33]4[CH2:38][CH2:37][CH2:36][CH2:35][CH2:34]4)=[CH:26][CH:25]=3)[C@H:8]([C:13]3[C:18]([F:19])=[C:17]([F:20])[C:16]([F:21])=[C:15]([F:22])[C:14]=3[F:23])[CH2:9][O:10]2)=[CH:5][CH:4]=1.Cl.N1C=CC=CC=1>>[OH:2][C:3]1[CH:12]=[C:11]2[C:6]([C@H:7]([C:24]3[CH:25]=[CH:26][C:27]([O:30][CH2:31][CH2:32][N:33]4[CH2:34][CH2:35][CH2:36][CH2:37][CH2:38]4)=[CH:28][CH:29]=3)[C@H:8]([C:13]3[C:14]([F:23])=[C:15]([F:22])[C:16]([F:21])=[C:17]([F:20])[C:18]=3[F:19])[CH2:9][O:10]2)=[CH:5][CH:4]=1 |f:1.2|. Procedure details: In an manner analogous to that described in step 5 for Example 10, (±)-cis-7-methoxy-3-(2,3,4,5,6-pentafluorophenyl)-4-(4-(2-piperidinoethoxy)phenyl)chromane (0.428 g, 0.75 mmol) was de-methylated by heating with pyridine hydrochloride to give the title compound as an off-white foam. Starting materials: C(C)(C)C1=C(NC(NC1=O)=O)C(=O)C=1C=C(C#N)C=C(C1)C (3-(5-isopropyl-2,6-dioxo-1,2,3,6-tetrahydro-pyrimidine-4-carbonyl)-5-methyl-benzonitrile), C([O-])([O-])=O.[K+].[K+] (potassium carbonate), [I-].[Li+] (lithium iodide), COC(CC1(CC1)COS(=O)(=O)C)=O ((1-methanesulfonyloxymethyl-cyclopropyl)-acetic acid methyl ester). The solvent is CN(C)C=O (DMF), CN(C)C=O (DMF). Reaction conditions: temperature 75 celsius, time 30 minute. Product: COC(CC1(CC1)CN1C(NC(C(=C1C(C1=CC(=CC(=C1)C)C#N)=O)C(C)C)=O)=O)=O ({1-[6-(3-cyano-5-methyl-benzoyl)-5-isopropyl-2,4-dioxo-3,4-dihydro-2H-pyrimidin-1-ylmethyl]-cyclopropyl}-acetic acid methyl ester). Isolated yield 13.1%. Reaction SMILES: [CH:1]([C:4]1[C:9](=[O:10])[NH:8][C:7](=[O:11])[NH:6][C:5]=1[C:12]([C:14]1[CH:15]=[C:16]([CH:19]=[C:20]([CH3:22])[CH:21]=1)[C:17]#[N:18])=[O:13])([CH3:3])[CH3:2].C(=O)([O-])[O-].[K+].[K+].[I-].[Li+].[CH3:31][O:32][C:33](=[O:44])[CH2:34][C:35]1([CH2:38]OS(C)(=O)=O)[CH2:37][CH2:36]1>CN(C=O)C>[CH3:31][O:32][C:33](=[O:44])[CH2:34][C:35]1([CH2:38][N:6]2[C:5]([C:12](=[O:13])[C:14]3[CH:21]=[C:20]([CH3:22])[CH:19]=[C:16]([C:17]#[N:18])[CH:15]=3)=[C:4]([CH:1]([CH3:3])[CH3:2])[C:9](=[O:10])[NH:8][C:7]2=[O:11])[CH2:37][CH2:36]1 |f:1.2.3,4.5|. Procedure: To a mixture of 3-(5-isopropyl-2,6-dioxo-1,2,3,6-tetrahydro-pyrimidine-4-carbonyl)-5-methyl-benzonitrile (962 mg, 4.16 mmol), anhydrous powdered potassium carbonate (574 mg, 4.16 mmol), and lithium iodide (557 mg, 4.16 mmol), was added DMF (18 mL) at room temperature. After stirring for 30 min, crude (1-methanesulfonyloxymethyl-cyclopropyl)-acetic acid methyl ester (962 mg) in DMF (2 mL) was added. The mixture was then heated in an oil bath (70-80° C.) and stirred for ca. 19 hr. After cooling to... Starting materials: ClC=1C=NC=C(C1N1CCC(CC1)C(=O)N)Cl (1-(3,5-dichloropyridin-4-yl)piperidine-4-carboxamide), C1(OC=CO1)=O (vinylene carbonate). Run in O (water), polyphosphoric acid. Reaction conditions: temperature 170 celsius. Product: ClC=1C=NC=C(C1N1CCC(CC1)C=1OC=CN1)Cl (2-(1-(3,5-dichloropyridin-4-yl)piperidin-4-yl)oxazole). Yield: 11.2%. As a reaction SMILES: [Cl:1][C:2]1[CH:3]=[N:4][CH:5]=[C:6]([Cl:17])[C:7]=1[N:8]1[CH2:13][CH2:12][CH:11]([C:14]([NH2:16])=[O:15])[CH2:10][CH2:9]1.C1(=O)O[CH:21]=[CH:20]O1>O>[Cl:1][C:2]1[CH:3]=[N:4][CH:5]=[C:6]([Cl:17])[C:7]=1[N:8]1[CH2:13][CH2:12][CH:11]([C:14]2[O:15][CH:20]=[CH:21][N:16]=2)[CH2:10][CH2:9]1. Procedure details: To a solution of 1-(3,5-dichloropyridin-4-yl)piperidine-4-carboxamide 23 (0.10 g, 0.36 mmol) in polyphosphoric acid (5 mL) at 80° C. was added vinylene carbonate (35 mg, 0.40 mmol). The mixture was heated at 170° C. for 4 hours, cooled to r.t. and poured into water (200 mL). The mixture was extracted with ethyl acetate (3×50 mL) and the combined organic extracts were washed with water (100 mL), a saturated solution of sodium hydrogen carbonate (50 mL), water (50 mL), brine (50 mL), dried (MgSO4)... RXN SMILES: [C:1]([O:4][C:5]1[CH:17]=[CH:16][C:15]2[C:14]3[C:9](=[CH:10][CH:11]=[CH:12][CH:13]=3)[NH:8][C:7]=2[CH:6]=1)(=[O:3])[CH3:2].C1C(=O)N([Br:25])C(=O)C1>C(Cl)Cl>[C:1]([O:4][C:5]1[CH:17]=[CH:16][C:15]2[C:14]3[C:9](=[CH:10][CH:11]=[C:12]([Br:25])[CH:13]=3)[NH:8][C:7]=2[CH:6]=1)(=[O:3])[CH3:2]. Reactants: C(C)(=O)OC1=CC=2NC3=CC=CC=C3C2C=C1 (9H-carbazol-2-yl acetate), C1CC(=O)N(C1=O)Br (NBS). The solvent is C(Cl)Cl (DCM), C(Cl)Cl (DCM). Conditions: time 5 hour. Procedure details: To a solution of 9H-carbazol-2-yl acetate (500 mg, 2.2 mmol) in DCM (40 mL) was added a solution of NBS in 25 mL of DCM dropwise at rt. The reaction mixture was stirred in the dark for 5 h. It was washed with water (3×50 mL) and dried over MgSO4 and concentrated. The crude product was purified by silica chromatography (EtOAc/hexane) to afford 6-bromo-9H-carbazol-2-yl acetate (WZ02025) as an off-white solid (250 mg, containing 17% dibrominated product). MS (ESI) m/z 305 (M+H+). Yields the product C(C)(=O)OC1=CC=2NC3=CC=C(C=C3C2C=C1)Br (6-bromo-9H-carbazol-2-yl acetate). Starting materials: C(#N)C=1C=CC2=C(C=C(O2)CC(C(=O)OCC)C2=CC=C(C=C2)O)C1 (ethyl 3-(5-cyano-2-benzofuranyl )-2-(4-hydroxyphenyl)propionate), C(C)(C)(C)OC(=O)N1[C@@H](CCC1)CO ((2S)-1-tert-butoxycarbonyl-2-pyrrolidinemethanol), C1(=CC=CC=C1)P(C1=CC=CC=C1)C1=CC=CC=C1 (triphenylphosphine), C(C)(C)(C)OC(=O)N1[C@@H](CCC1)CO ((2S)-1-tert-butoxycarbonyl-2-pyrrolidinemethanol), C1(=CC=CC=C1)P(C1=CC=CC=C1)C1=CC=CC=C1 (triphenylphosphine), N(=NC(=O)OCC)C(=O)OCC (diethyl azodicarboxylate), N(=NC(=O)OCC)C(=O)OCC (diethyl azodicarboxylate). Run in O1CCCC1 (tetrahydrofuran). Reaction conditions: time 18 hour. Product: C(C)(C)(C)OC(=O)N1[C@@H](CCC1)COC1=CC=C(C=C1)C(C(=O)OCC)CC=1OC2=C(C1)C=C(C=C2)C#N (ethyl 2-[4-[((2S)-1-tert-butoxycarbonyl-2-pyrrolidinyl)methoxy]phenyl]-3-(5-cyano-2-benzofuranyl)propionate). The yield is 51.1%. Reaction SMILES: N(C(OCC)=O)=NC(OCC)=O.[C:13]([C:15]1[CH:16]=[CH:17][C:18]2[O:22][C:21]([CH2:23][CH:24]([C:30]3[CH:35]=[CH:34][C:33]([OH:36])=[CH:32][CH:31]=3)[C:25]([O:27][CH2:28][CH3:29])=[O:26])=[CH:20][C:19]=2[CH:37]=1)#[N:14].[C:38]([O:42][C:43]([N:45]1[CH2:49][CH2:48][CH2:47][C@H:46]1[CH2:50]O)=[O:44])([CH3:41])([CH3:40])[CH3:39].C1(P(C2C=CC=CC=2)C2C=CC=CC=2)C=CC=CC=1>O1CCCC1>[C:38]([O:42][C:43]([N:45]1[CH2:49][CH2:48][CH2:47][C@H:46]1[CH2:50][O:36][C:33]1[CH:32]=[CH:31][C:30]([CH:24]([CH2:23][C:21]2[O:22][C:18]3[CH:17]=[CH:16][C:15]([C:13]#[N:14])=[CH:37][C:19]=3[CH:20]=2)[C:25]([O:27][CH2:28][CH3:29])=[O:26])=[CH:35][CH:34]=1)=[O:44])([CH3:41])([CH3:39])[CH3:40]. Procedure: 1.04 g of diethyl azodicarboxylate was added to 300 ml of a tetrahydrofuran solution containing 1 g of ethyl 3-(5-cyano-2-benzofuranyl )-2-(4-hydroxyphenyl)propionate, 1.2 g of (2S)-1-tert-butoxycarbonyl-2-pyrrolidinemethanol and 1.56 g of triphenylphosphine, and the thus prepared mixture was stirred at room temperature for 18 hours. To the resulting reaction solution were added 0.6 g of (2S)-1-tert-butoxycarbonyl-2-pyrrolidinemethanol, 0.78 g of triphenylphosphine and 0.52 g of diethyl azodicar...